This data is from the Open Reaction Database (ORD), a public repository of structured organic reaction records. The task is: describe an organic reaction: reactants, conditions, products, and yield The product is COC(=O)c1ccc(F)cc1OCCc1ccccc1. As a reaction SMILES: [CH2:13]([CH2:14][c:15]1[cH:16][cH:17][cH:18][cH:19][cH:20]1)[OH:21].[F:1][c:2]1[cH:3][c:4]([OH:12])[c:5]([C:6](=[O:7])[O:8][CH3:9])[cH:10][cH:11]1.[O:41]1[CH2:42][CH2:43][CH2:44][CH2:45]1.[c:22]1([P:23]([c:24]2[cH:25][cH:26][cH:27][cH:28][cH:29]2)[c:30]2[cH:31][cH:32][cH:33][cH:34][cH:35]2)[cH:36][cH:37][cH:38][cH:39][cH:40]1>>[F:1][c:2]1[cH:3][c:4]([O:12][CH2:13][CH2:14][c:15]2[cH:16][cH:17][cH:18][cH:19][cH:20]2)[c:5]([C:6](=[O:7])[O:8][CH3:9])[cH:10][cH:11]1. Reactants: OCCc1ccccc1, COC(=O)c1ccc(F)cc1O, C1CCOC1, c1ccc(P(c2ccccc2)c2ccccc2)cc1.